From a dataset of the Open Reaction Database (ORD), a public repository of structured organic reaction records. describe an organic reaction: reactants, conditions, products, and yield The reactants are ClC1=C(OC=2C=C(C=CC2)OC)C=CC(=C1)Cl (3-(2,4-dichlorophenoxy)-anisole), [Cl-].[Al+3].[Cl-].[Cl-] (aluminium chloride). Run in ClC1=CC=CC=C1 (chlorobenzene). Reaction conditions: temperature 60 celsius, time 1 day. Yields the product ClC1=C(OC=2C=C(C=CC2)O)C=CC(=C1)Cl (3-(2,4-dichlorophenoxy)-phenol). Isolated yield 89.8%. RXN SMILES: [Cl:1][C:2]1[CH:16]=[C:15]([Cl:17])[CH:14]=[CH:13][C:3]=1[O:4][C:5]1[CH:6]=[C:7]([O:11]C)[CH:8]=[CH:9][CH:10]=1.[Cl-].[Al+3].[Cl-].[Cl-]>ClC1C=CC=CC=1>[Cl:1][C:2]1[CH:16]=[C:15]([Cl:17])[CH:14]=[CH:13][C:3]=1[O:4][C:5]1[CH:6]=[C:7]([OH:11])[CH:8]=[CH:9][CH:10]=1 |f:1.2.3.4|. Reported procedure: 18.8 g of 3-(2,4-dichlorophenoxy)-anisole are added to a suspension of 37 g of anhydrous aluminium chloride in 80 ml of chlorobenzene and the mixture is stirred for 1 day at 60° C. The still hot solution is poured onto ice. The resulting mixture is extracted with toluene and the toluene solution is extracted with 2 N sodium hydroxide solution. The product is precipitated by acidifying the sodium hydroxide solution with dilute hydrochloric acid and extracted with toluene. The toluene solution is ... Starting materials: N(=NC(=O)[O-])C(=O)[O-] (azodicarboxylate), C(C)OC(COCCCCO)OCC (4-(2,2-diethoxyethoxy)butanol), C(C)C1=C(C(=CC(=C1)OC(C1=CC=CC=C1)=O)CC)O (2,6-diethyl-4-benzoyloxyphenol), C1(=CC=CC=C1)P(C1=CC=CC=C1)C1=CC=CC=C1 (triphenylphosphine). Run in O1CCCC1 (tetrahydrofuran). Product: C(C)C=1C=C(C=C(C1OCCCCOCC(OCC)OCC)CC)OC(C1=CC=CC=C1)=O (3,5-diethyl-1-benzoyloxy-4-(4-(2,2-diethoxyethoxy)butyloxy)benzene). Yield: 97.9%. RXN SMILES: [CH2:1]([O:3][CH:4]([O:12][CH2:13][CH3:14])[CH2:5][O:6][CH2:7][CH2:8][CH2:9][CH2:10][OH:11])[CH3:2].[CH2:15]([C:17]1[CH:22]=[C:21]([O:23][C:24](=[O:31])[C:25]2[CH:30]=[CH:29][CH:28]=[CH:27][CH:26]=2)[CH:20]=[C:19]([CH2:32][CH3:33])[C:18]=1O)[CH3:16].C1(P(C2C=CC=CC=2)C2C=CC=CC=2)C=CC=CC=1.N(C([O-])=O)=NC([O-])=O>O1CCCC1>[CH2:15]([C:17]1[CH:22]=[C:21]([O:23][C:24](=[O:31])[C:25]2[CH:30]=[CH:29][CH:28]=[CH:27][CH:26]=2)[CH:20]=[C:19]([CH2:32][CH3:33])[C:18]=1[O:11][CH2:10][CH2:9][CH2:8][CH2:7][O:6][CH2:5][CH:4]([O:3][CH2:1][CH3:2])[O:12][CH2:13][CH3:14])[CH3:16]. Reported procedure: To a mixture of 16.0 g of 4-(2,2-diethoxyethoxy)butanol, 18.9 g of 2,6-diethyl-4-benzoyloxyphenol, 20.2 g of triphenylphosphine and 200 ml of tetrahydrofuran was slowly added dropwise 17.0 g of dilsopropyl azodicarboxylate with stirring under ice cooling. After stirring at room temperature for 6 hours, the reaction mixture was concentrated. The residue was subjected to silica gel chromatography, which afforded 31.4 g of 3,5-diethyl-1-benzoyloxy-4-(4-(2,2-diethoxyethoxy)butyloxy)benzene (yield, 8... As a reaction SMILES: Cl[SiH:2]1[N:6]([C:7]([CH3:10])([CH3:9])[CH3:8])[CH:5]=[CH:4][N:3]1[C:11]([CH3:14])([CH3:13])[CH3:12].[CH:15]([NH2:18])([CH3:17])[CH3:16]>CCCCCC>[C:11]([N:3]1[CH:4]=[CH:5][N:6]([C:7]([CH3:10])([CH3:9])[CH3:8])[SiH:2]1[NH:18][CH:15]([CH3:17])[CH3:16])([CH3:14])([CH3:13])[CH3:12]. Solvent: CCCCCC (hexane). Conditions: time 5 hour. Procedure: In an argon atmosphere, 5.70 g (24.5 mmol) of Si(tBuNCHCHNtBu)(H)Cl was dissolved in 40 mL of hexane and after adding 2.90 g (49.1 mmol) of isopropylamine, the mixture was stirred at room temperature for 5 hours. Insoluble matters produced were separated by filtration, and the solvent was removed by distillation from the filtrate under atmospheric pressure. The obtained residue was distilled under reduced pressure (distillation temperature: 90° C./3.7×102 Pa) to obtain 1,3-di-tert-butyl-2-isopro... Isolated yield 90.0%. Starting materials: Cl[SiH]1N(C=CN1C(C)(C)C)C(C)(C)C (2-chloro-1,3-di-tert-butyl-1,3-diaza-2-silacyclopent-4-ene), C(C)(C)N (isopropylamine). The product is C(C)(C)(C)N1[SiH](N(C=C1)C(C)(C)C)NC(C)C (1,3-di-tert-butyl-2-isopropylamino-1,3-diaza-2-silacyclopent-4-ene). Reactants: ClC1=C(C(=NC(=N1)S(=O)(=O)C)NCC1=C(N=C(S1)C)C)C (6-chloro-N-[(2,4-dimethylthiazol-5-yl)methyl]-5-methyl-2-methylsulfonyl-pyrimidin-4-amine), N1C(=NC2=C1C=CC=C2)CCCO (3-(1H-benzimidazol-2-yl)propan-1-ol), solution, C[Si](C)(C)[N-][Si](C)(C)C.[Na+] (NaHMDS). Run in C1CCOC1 (THF), C1CCOC1 (THF). Reaction conditions: time 8 hour. Product: N1C(=NC2=C1C=CC=C2)CCCOC2=NC(=C(C(=N2)NCC2=C(N=C(S2)C)C)C)Cl (2-[3-(1H-benzimidazol-2-yl)propoxy]-6-chloro-N-[(2,4-dimethylthiazol-5-yl)methyl]-5-methylpyrimidin-4-amine). Yield: 81.8%. As a reaction SMILES: [Cl:1][C:2]1[N:7]=[C:6](S(C)(=O)=O)[N:5]=[C:4]([NH:12][CH2:13][C:14]2[S:18][C:17]([CH3:19])=[N:16][C:15]=2[CH3:20])[C:3]=1[CH3:21].[NH:22]1[C:26]2[CH:27]=[CH:28][CH:29]=[CH:30][C:25]=2[N:24]=[C:23]1[CH2:31][CH2:32][CH2:33][OH:34].C[Si]([N-][Si](C)(C)C)(C)C.[Na+]>C1COCC1>[NH:22]1[C:26]2[CH:27]=[CH:28][CH:29]=[CH:30][C:25]=2[N:24]=[C:23]1[CH2:31][CH2:32][CH2:33][O:34][C:6]1[N:5]=[C:4]([NH:12][CH2:13][C:14]2[S:18][C:17]([CH3:19])=[N:16][C:15]=2[CH3:20])[C:3]([CH3:21])=[C:2]([Cl:1])[N:7]=1 |f:2.3|. Procedure: 6-chloro-N-[(2,4-dimethylthiazol-5-yl)methyl]-5-methyl-2-methylsulfonyl-pyrimidin-4-amine F5 (480 mg, 1.384 mmol) and 3-(1H-benzimidazol-2-yl)propan-1-ol (244 mg, 1.38 mmol) were placed in a 20 mL vial and dissolved in THF (5 mL). A 1 M solution of NaHMDS in THF (1.38 mL, 1.38 mmol) was added, and the reaction was stirred overnight. Solvent was then removed, and the product was purified by silica gel flash column chromatography (EtOAc/hexanes gradient). 500 mg (82%) of F6 were isolated as an off...